From a dataset of the Open Reaction Database (ORD), a public repository of structured organic reaction records. describe an organic reaction: reactants, conditions, products, and yield Isolated yield 26277.6%. The solvent is C(C)(=O)OCC (ethyl acetate). Reaction SMILES: C[C@@:2]12[C@@H:10](O)[CH2:9]C[C@H:7]1[C@@H:6]1CCC3C=C(O)C=CC=3[C@H:5]1[CH2:4][CH2:3]2.[CH3:21][C@@:22]12[C@@H:38](O)[CH2:37]C[C@H:35]1[C@H:34]1[C@@H:25](C3C=CC(O)=CC=3CC1)[CH2:24][CH2:23]2>C(OCC)(=O)C>[CH2:9]=[CH:10][C:2]1[CH:7]=[CH:6][CH:5]=[CH:4][CH:3]=1.[CH2:24]=[CH:23][C:22](=[CH2:21])[CH3:35].[CH2:37]=[CH:38][C:22]1[CH:35]=[CH:34][CH:25]=[CH:24][CH:23]=1 |f:0.1,3.4.5|. The reactants are polyester, naphtha, C[C@]12CC[C@H]3[C@H]([C@@H]1CC[C@@H]2O)CCC4=C3C=CC(=C4)O.C[C@]12CC[C@@H]3C=4C=CC(=CC4CC[C@H]3[C@@H]1CC[C@@H]2O)O (17-β estradiol). Procedure: In a separate operation, a solution of 20 g hydrogenated colophony glycerol ester resin (Staybelite Ester® 5E) and 8 g styrene-isoprene-styrene copolymer (Cariflex® TR 1107) is prepared in 10 g ethyl acetate and 10 g naphtha having a boiling range between 80 and 100° C.; 0.12 g 17-β-estradiol is added which dissolves completely at room temperature. Using a gap width of about 100 μm, the mass is coated on an antiadhesive polyester film such that a uniform layer having a weight per unit area of 23... The product is colophony glycerol ester, C=CC1=CC=CC=C1.C=CC(C)=C.C=CC1=CC=CC=C1 (styrene-isoprene-styrene). Starting materials: NC1=CC(=NN1C=1C=CC(=C(C1)O)Cl)C(C)(C)C (5-(5-Amino-3-tert-butyl-pyrazol-1-yl)-2-chloro-phenol), CCOC(=O)/N=N/C(=O)OCC (diethylazodicarboxylate), O1C(CCCC1)OCCO (2-(tetrahydro-pyran-2-yloxy)-ethanol), C1=CC=C(C=C1)P(C2=CC=CC=C2)C3=CC=CC=C3 (Ph3P). The reagents and catalysts are O (Water). Run in C1CCOC1 (THF). Conditions: time 10 minute. Yields the product C(C)(C)(C)C=1C=C(N(N1)C1=CC(=C(C=C1)Cl)OCCOC1OCCCC1)N (5-tert-Butyl-2-{4-chloro-3-[2-(tetrahydro-pyran-2-yloxy)-ethoxy]-phenyl}-2H-pyrazol-3-ylamine). Isolated yield 89.0%. As a reaction SMILES: [NH2:1][C:2]1[N:6]([C:7]2[CH:8]=[CH:9][C:10]([Cl:14])=[C:11]([OH:13])[CH:12]=2)[N:5]=[C:4]([C:15]([CH3:18])([CH3:17])[CH3:16])[CH:3]=1.[O:19]1[CH2:24][CH2:23][CH2:22][CH2:21][CH:20]1[O:25][CH2:26][CH2:27]O.C1C=CC(P(C2C=CC=CC=2)C2C=CC=CC=2)=CC=1.CCOC(/N=N/C(OCC)=O)=O>C1COCC1.O>[C:15]([C:4]1[CH:3]=[C:2]([NH2:1])[N:6]([C:7]2[CH:8]=[CH:9][C:10]([Cl:14])=[C:11]([O:13][CH2:27][CH2:26][O:25][CH:20]3[CH2:21][CH2:22][CH2:23][CH2:24][O:19]3)[CH:12]=2)[N:5]=1)([CH3:18])([CH3:17])[CH3:16]. Procedure details: To a solution of 5-(5-Amino-3-tert-butyl-pyrazol-1-yl)-2-chloro-phenol (WO2011/154734A1, which is incorporated herein by reference, 340 mg, 1.28 mmol), 2-(tetrahydro-pyran-2-yloxy)-ethanol (0.26 mL, 1.92 mmol) and Ph3P (671 mg, 2.56 mmol) in dry THF (10 mL) was added diethylazodicarboxylate (0.41 mL, 2.56 mmol) and the mixture stirred for 10 min. Water (4 drops) was added and the mixture concentrated in vacuo. The residue was purified by FCC, using 0-50% EtOAc in cyclohexane, to give the title c... The product is COc1ccc2c(ccn2S(=O)(=O)c2ccc(F)c(Cl)c2)c1CN(C)C. Reaction SMILES: [CH3:1][O:2][c:3]1[c:4]([CH2:12][N:13]([CH3:14])[CH3:15])[c:5]2[cH:6][cH:7][nH:8][c:9]2[cH:10][cH:11]1.[Cl:21][c:22]1[cH:23][c:24]([S:29](=[O:30])(=[O:31])[Cl:32])[cH:25][cH:26][c:27]1[F:28].[O:16]=[CH:17][N:18]([CH3:19])[CH3:20]>>[CH3:1][O:2][c:3]1[c:4]([CH2:12][N:13]([CH3:14])[CH3:15])[c:5]2[cH:6][cH:7][n:8]([S:29]([c:24]3[cH:23][c:22]([Cl:21])[c:27]([F:28])[cH:26][cH:25]3)(=[O:30])=[O:31])[c:9]2[cH:10][cH:11]1. Reactants: COc1ccc2[nH]ccc2c1CN(C)C, O=S(=O)(Cl)c1ccc(F)c(Cl)c1, CN(C)C=O.